Dataset: the Open Reaction Database (ORD), a public repository of structured organic reaction records. Task: describe an organic reaction: reactants, conditions, products, and yield The reactants are Cl.[N+](=O)([O-])C1=C(N)C=CC(=C1)C=1C=CC2=C(CNCCO2)C1 (2-nitro-4-(2,3,4,5-tetrahydro-1,4-benzoxazepin-7-yl)aniline hydrochloride salt), CCN(C(C)C)C(C)C (DIPEA), ClC(=O)OCC=C (allyl chloroformate). The solvent is ClCCl (dichloromethane). Run at time 30 minute. Product: NC1=C(C=C(C=C1)C=1C=CC2=C(CN(CCO2)C(=O)OCC=C)C1)[N+](=O)[O-] (prop-2-en-1-yl 7-(4-amino-3-nitrophenyl)-2,3-dihydro-1,4-benzoxazepine-4(5H)-carboxylate). Isolated yield 101.5%. As a reaction SMILES: Cl.[N+:2]([C:5]1[CH:11]=[C:10]([C:12]2[CH:13]=[CH:14][C:15]3[O:21][CH2:20][CH2:19][NH:18][CH2:17][C:16]=3[CH:22]=2)[CH:9]=[CH:8][C:6]=1[NH2:7])([O-:4])=[O:3].CCN(C(C)C)C(C)C.Cl[C:33]([O:35][CH2:36][CH:37]=[CH2:38])=[O:34]>ClCCl>[NH2:7][C:6]1[CH:8]=[CH:9][C:10]([C:12]2[CH:13]=[CH:14][C:15]3[O:21][CH2:20][CH2:19][N:18]([C:33]([O:35][CH2:36][CH:37]=[CH2:38])=[O:34])[CH2:17][C:16]=3[CH:22]=2)=[CH:11][C:5]=1[N+:2]([O-:4])=[O:3] |f:0.1|. Reported procedure: 2-nitro-4-(2,3,4,5-tetrahydro-1,4-benzoxazepin-7-yl)aniline hydrochloride salt (3.61 g, 11.2 mmol) and DIPEA (5.2 mL, 30 mmol) were taken into dichloromethane (50 mL) followed by dropwise addition of allyl chloroformate (1.23 mL, 11.2 mmol) over 5 minutes. The mixture was allowed to stir 30 minutes at room temperature then concentrated. The residue was partitioned with ethyl acetate and 10% aqueous citric acid and the organic solution washed with brine then dried over anhydrous sodium sulfate, f... Reactants: C(C1=CN=CC=C1)(=O)N1N=C(CC1)C1=CC=CC=C1 (1-nicotinoyl-3-phenyl-2-pyrazoline), C(C)O.CS(=O)(=O)O (methanesulfonic acid ethanol). The solvent is C(C)O (ethanol). The product is CS(=O)(=O)O.C(C1=CN=CC=C1)(=O)N1N=C(CC1)C1=CC=CC=C1 (1-nicotinoyl-3-phenyl-2-pyrazoline methanesulfonate). As a reaction SMILES: [C:1]([N:9]1[CH2:13][CH2:12][C:11]([C:14]2[CH:19]=[CH:18][CH:17]=[CH:16][CH:15]=2)=[N:10]1)(=[O:8])[C:2]1[CH:7]=[CH:6][CH:5]=[N:4][CH:3]=1.C(O)C.[CH3:23][S:24]([OH:27])(=[O:26])=[O:25]>C(O)C>[CH3:23][S:24]([OH:27])(=[O:26])=[O:25].[C:1]([N:9]1[CH2:13][CH2:12][C:11]([C:14]2[CH:19]=[CH:18][CH:17]=[CH:16][CH:15]=2)=[N:10]1)(=[O:8])[C:2]1[CH:7]=[CH:6][CH:5]=[N:4][CH:3]=1 |f:1.2,4.5|. Procedure details: 1-Nicotinoyl-3-phenyl-2-pyrazoline (0.1 g) synthesized in Example 3 was dissolved in ethanol (5 ml). Thereto was added a 1 N methanesulfonic acid ethanol solution (0.6 ml) with ice-cooling. The resulting crystals were collected by filtration, washed with ether and dried to obtain 0.1 g of a title compound as white crystals. The product is C(C1=CC=CC=C1)(=O)C=1C=NC2=C(C=CC=C2C1C=1C=C(CNC2=CC=C(C(=O)O)C=C2)C=CC1)C(F)(F)F (4-({3-[3-BENZOYL-8-(TRIFLUOROMETHYL)QUINOLIN-4-YL]BENZYL}AMINO)BENZOIC ACID). Procedure details: The title compound was prepared from 3-[3-benzoyl-8-(trifluoromethyl)quinolin-4-yl]benzaldehyde and 4-amino-benzoic acid ethyl ester according to the procedure of Example 66. MS m/z 527; MS m/z 525. As a reaction SMILES: [C:1]([C:9]1[CH:10]=[N:11][C:12]2[C:17]([C:18]=1[C:19]1[CH:20]=[C:21]([CH:24]=[CH:25][CH:26]=1)[CH:22]=O)=[CH:16][CH:15]=[CH:14][C:13]=2[C:27]([F:30])([F:29])[F:28])(=[O:8])[C:2]1[CH:7]=[CH:6][CH:5]=[CH:4][CH:3]=1.C([O:33][C:34](=[O:42])[C:35]1[CH:40]=[CH:39][C:38]([NH2:41])=[CH:37][CH:36]=1)C>>[C:1]([C:9]1[CH:10]=[N:11][C:12]2[C:17]([C:18]=1[C:19]1[CH:20]=[C:21]([CH:24]=[CH:25][CH:26]=1)[CH2:22][NH:41][C:38]1[CH:37]=[CH:36][C:35]([C:34]([OH:33])=[O:42])=[CH:40][CH:39]=1)=[CH:16][CH:15]=[CH:14][C:13]=2[C:27]([F:30])([F:29])[F:28])(=[O:8])[C:2]1[CH:3]=[CH:4][CH:5]=[CH:6][CH:7]=1. Starting materials: C(C1=CC=CC=C1)(=O)C=1C=NC2=C(C=CC=C2C1C=1C=C(C=O)C=CC1)C(F)(F)F (3-[3-benzoyl-8-(trifluoromethyl)quinolin-4-yl]benzaldehyde), C(C)OC(C1=CC=C(C=C1)N)=O (4-amino-benzoic acid ethyl ester). Starting materials: CON(C(=O)C1N(C(SC1)=O)CC1=CC=C(C=C1)OC)C (3-(4-methoxy-benzyl)-2-oxo-thiazolidine-4-carboxylic acid methoxy-methyl-amide), C(CC(O)(C(=O)O)CC(=O)O)(=O)O (citric acid), CP(OC)(OC)=O (dimethyl methylphosphonate), CP(OC)(OC)=O (dimethyl methylphosphonate). Solvent: C1CCOC1 (THF), C1CCOC1 (THF), O (water). Reaction conditions: temperature -70 celsius, time 30 minute. The product is COC1=CC=C(CN2C(SC[C@H]2C(CP(OC)(OC)=O)=O)=O)C=C1 ((R)-dimethyl 2-(3-(4-methoxybenzyl)-2-oxothiazolidin-4-yl)-2-oxoethylphosphonate). The yield is 94.8%. RXN SMILES: [CH3:1][P:2](=[O:7])([O:5][CH3:6])[O:3][CH3:4].CON(C)[C:11]([CH:13]1[CH2:17][S:16][C:15](=[O:18])[N:14]1[CH2:19][C:20]1[CH:25]=[CH:24][C:23]([O:26][CH3:27])=[CH:22][CH:21]=1)=[O:12].C(O)(=O)CC(CC(O)=O)(C(O)=O)O>C1COCC1.O>[CH3:27][O:26][C:23]1[CH:22]=[CH:21][C:20]([CH2:19][N:14]2[C@H:13]([C:11](=[O:12])[CH2:1][P:2](=[O:7])([O:5][CH3:6])[O:3][CH3:4])[CH2:17][S:16][C:15]2=[O:18])=[CH:25][CH:24]=1. Procedure: A dry three-necked round bottom flask fitted with an internal temperature probe and a mechanical stirrer was charged with dimethyl methylphosphonate (36.7 mL, 0.338 mol) and 0.5 L of THF. The solution was purged with nitrogen and cooled to −70° C. 126 mL of a 2.55 M solution of n-butyllithium was added dropwise maintaining an internal reaction temperature less than −60° C. In a separate flask, 3-(4-methoxy-benzyl)-2-oxo-thiazolidine-4-carboxylic acid methoxy-methyl-amide (50.0 g, 0.161 mol) was ... Starting materials: CC(C)C(c1nc2ccccc2cc1Cc1ccccc1)N1C(=O)c2ccccc2C1=O, CCO, NN. The product is CC(C)C(N)c1nc2ccccc2cc1Cc1ccccc1. As a reaction SMILES: [CH2:1]([c:2]1[cH:3][cH:4][cH:5][cH:6][cH:7]1)[c:8]1[c:9]([CH:18]([CH:19]([CH3:20])[CH3:21])[N:22]2[C:23](=[O:24])[c:25]3[c:26]([cH:27][cH:28][cH:29][cH:30]3)[C:31]2=[O:32])[n:10][c:11]2[cH:12][cH:13][cH:14][cH:15][c:16]2[cH:17]1.[CH3:35][CH2:36][OH:37].[NH2:33][NH2:34]>>[CH2:1]([c:2]1[cH:3][cH:4][cH:5][cH:6][cH:7]1)[c:8]1[c:9]([CH:18]([CH:19]([CH3:20])[CH3:21])[NH2:22])[n:10][c:11]2[cH:12][cH:13][cH:14][cH:15][c:16]2[cH:17]1.